From a dataset of the Open Reaction Database (ORD), a public repository of structured organic reaction records. describe an organic reaction: reactants, conditions, products, and yield Reactants: C(C1=CC=CC=C1)OC=1C(=NC(=CC1)OC)C(=O)OC (methyl 3-benzyloxy-6-methoxy-picolinate), [H][H] (hydrogen). The reagents and catalysts are [C].[Pd] (palladium-carbon). The solvent is CO (methanol). Yields the product OC=1C(=NC(=CC1)OC)C(=O)OC (Methyl 3-hydroxy-6-methoxy-picolinate). Isolated yield 74.6%. Reaction SMILES: C([O:8][C:9]1[C:10]([C:17]([O:19][CH3:20])=[O:18])=[N:11][C:12]([O:15][CH3:16])=[CH:13][CH:14]=1)C1C=CC=CC=1.[H][H]>[C].[Pd].CO>[OH:8][C:9]1[C:10]([C:17]([O:19][CH3:20])=[O:18])=[N:11][C:12]([O:15][CH3:16])=[CH:13][CH:14]=1 |f:2.3|. Reported procedure: 10% palladium-carbon (48 mg) was added to 480 mg of methyl 3-benzyloxy-6-methoxy-picolinate. After the replacement of the atmosphere by nitrogen, 25 ml of methanol was added thereto. Further, after the replacement of the atmosphere by hydrogen, the mixture was vigorously stirred to allow a reaction to proceed. One hr after the initiation of the reaction, the reaction mixture was filtered, followed by purification by chromatography on silica gel (chloroform-methanol) to give 240 mg (yield 76%) of...